From a dataset of the Open Reaction Database (ORD), a public repository of structured organic reaction records. describe an organic reaction: reactants, conditions, products, and yield The reactants are BrCC=CC (1-bromo-2-butene), C([O-])([O-])=O.[K+].[K+] (potassium carbonate), CC(CC)=O (2-butanone), FC1=C(C=CC=C1F)O (2,3-difluorophenol). Run in O (water). The product is C(C=CC)OC1=C(C(=CC=C1)F)F (1-(2-butenoxy)-2,3-difluorobenzene). RXN SMILES: C(=O)([O-])[O-].[K+].[K+].[CH3:7][C:8](=O)[CH2:9][CH3:10].[F:12][C:13]1[C:18]([F:19])=[CH:17][CH:16]=[CH:15][C:14]=1[OH:20].BrCC=CC>O>[CH2:7]([O:20][C:14]1[CH:15]=[CH:16][CH:17]=[C:18]([F:19])[C:13]=1[F:12])[CH:8]=[CH:9][CH3:10] |f:0.1.2|. Reported procedure: 122 g of anhydrous potassium carbonate was added to a 2-butanone (600 mL) solution containing 77.2 g of 2,3-difluorophenol, and then 90.0 mL of 1-bromo-2-butene (E/Z ratio=92/8) was added thereto. The solution was heated under reflux for 4 hours, then cooled to room temperature, and water was added dropwise thereto to stop the reaction. Extraction was performed with hexane (three times), and the collected organic phase was washed with 3M hydrochloric acid, water, saturated aqueous solution of so...